From a dataset of the Open Reaction Database (ORD), a public repository of structured organic reaction records. describe an organic reaction: reactants, conditions, products, and yield The reactants are Cl.COC(CN)=O (Glycine methyl ester hydrochloride), CN(C)CCO (dimethylaminoethanol), C(=O)(O)C1=CC=C2CC3=C(N(N=C3C(C(C(=O)NC3=CC=CC=C3)C#N)=O)C3=CC=CC=C3)C2=C1 (3-(7-carboxy-1,4-dihydro-1-phenyl-indeno[1,2-c]pyrazole-3-yl)-2-cyano-3-oxo-N-phenyl-propanamide), C1(CCCCC1)N=C=NC1CCCCC1 (dicyclohexylcarbodiimide). Run in C(C)#N (acetonitrile), C(C)N(CC)CC (triethylamine). Yields the product COC(CNC(=O)C1=CC=C2CC3=C(N(N=C3C(C(C(NC3=CC=CC=C3)=O)C#N)=O)C3=CC=CC=C3)C2=C1)=O (N-[1,4-dihydro-1-phenyl-3-(2-phenylcarbamoyl-cyano-acetyl)indeno[1,2-c]pyrazol-7-yl] carbonyl-glycine methyl ester). Yield: 45.2%. RXN SMILES: Cl.[CH3:2][O:3][C:4](=[O:7])[CH2:5][NH2:6].[C:8]([C:11]1[CH:42]=[C:41]2[C:14]([CH2:15][C:16]3[C:20]([C:21](=[O:34])[CH:22]([C:32]#[N:33])[C:23]([NH:25][C:26]4[CH:31]=[CH:30][CH:29]=[CH:28][CH:27]=4)=[O:24])=[N:19][N:18]([C:35]4[CH:40]=[CH:39][CH:38]=[CH:37][CH:36]=4)[C:17]=32)=[CH:13][CH:12]=1)(O)=[O:9].C1(N=C=NC2CCCCC2)CCCCC1.CN(CCO)C>C(#N)C.C(N(CC)CC)C>[CH3:2][O:3][C:4](=[O:7])[CH2:5][NH:6][C:8]([C:11]1[CH:42]=[C:41]2[C:14]([CH2:15][C:16]3[C:20]([C:21](=[O:34])[CH:22]([C:32]#[N:33])[C:23](=[O:24])[NH:25][C:26]4[CH:31]=[CH:30][CH:29]=[CH:28][CH:27]=4)=[N:19][N:18]([C:35]4[CH:40]=[CH:39][CH:38]=[CH:37][CH:36]=4)[C:17]=32)=[CH:13][CH:12]=1)=[O:9] |f:0.1|. Procedure: Glycine methyl ester hydrochloride (0.7 g) suspended in anhydrous acetonitrile (250 ml) is treated with triethylamine (0.56 g) under stirring at room temperature. To the suspension first 3-(7-carboxy-1,4-dihydro-1-phenyl-indeno[1,2-c]pyrazole-3-yl)-2-cyano-3-oxo-N-phenyl-propanamide (2.3 g) and the dicyclohexylcarbodiimide (1.25 g) are added. The reaction mixture is kept under stirring at room temperature for 4 hours and then is basified to pH 8 by adding dimethylaminoethanol. The precipitate is... The reactants are [Al+3].[Cl-].[Cl-].[Cl-] (AlCl3), COC1=CC=C(C=C1)C1=C(C2=C(S1)C=C(C=C2)OC)C(=O)C2=CC(=C(C=C2)OCCN2CCCCC2)F ([2-(4-methoxyphenyl)-6-methoxybenzo[b]thien-3-yl][4-[2-(1-piperidinyl)ethoxy]3-fluorophenyl]methanone), CCS (EtSH). The solvent is C(Cl)Cl (methylene chloride). Reaction conditions: temperature 0 celsius, time 15 minute. Product: Cl.OC1=CC=C(C=C1)C1=C(C2=C(S1)C=C(C=C2)O)C(=O)C2=CC(=C(C=C2)OCCN2CCCCC2)F ([2-(4-Hydroxyphenyl)-6-hydroxybenzo[b]thien-3-yl][4-[2-(1-piperidinyl)ethoxy]3-fluorophenyl]methanone Hydrochloride). RXN SMILES: C[O:2][C:3]1[CH:8]=[CH:7][C:6]([C:9]2[S:13][C:12]3[CH:14]=[C:15]([O:18]C)[CH:16]=[CH:17][C:11]=3[C:10]=2[C:20]([C:22]2[CH:27]=[CH:26][C:25]([O:28][CH2:29][CH2:30][N:31]3[CH2:36][CH2:35][CH2:34][CH2:33][CH2:32]3)=[C:24]([F:37])[CH:23]=2)=[O:21])=[CH:5][CH:4]=1.[Al+3].[Cl-:39].[Cl-].[Cl-].CCS>C(Cl)Cl>[ClH:39].[OH:2][C:3]1[CH:4]=[CH:5][C:6]([C:9]2[S:13][C:12]3[CH:14]=[C:15]([OH:18])[CH:16]=[CH:17][C:11]=3[C:10]=2[C:20]([C:22]2[CH:27]=[CH:26][C:25]([O:28][CH2:29][CH2:30][N:31]3[CH2:32][CH2:33][CH2:34][CH2:35][CH2:36]3)=[C:24]([F:37])[CH:23]=2)=[O:21])=[CH:7][CH:8]=1 |f:1.2.3.4,7.8|. Procedure: 960 mg (1.85 mmol) of [2-(4-methoxyphenyl)-6-methoxybenzo[b]thien-3-yl][4-[2-(1-piperidinyl)ethoxy]3-fluorophenyl]methanone was dissolved in 30 mL of methylene chloride and cooled to 0° C. and 2.5 g (18.5 mmol) of AlCl3 was added in portions over a 10 minute interval. To the reaction mixture was added 2.75 mL (37 mmol) of EtSH and the reaction was stirred for 15 minutes. The reaction was heated to reflux and allowed to proceed for 1.5 hours. The reaction was allowed to cool and quenched with 100... The reactants are CC1(CO1)C (1,1-dimethylethylene oxide), [O-]CC.[Na+] (sodium ethoxide), [Na] (sodium), CC(C)(C)C1=C(C(=CC(=C1)S)C(C)(C)C)O (2,6-bis(1,1-dimethylethyl)-4-mercaptophenol). The solvent is C(C)O (ethyl alcohol). Conditions: temperature 5 celsius, time 1 hour. Yields the product CC(C)(C)C1=C(C(=CC(=C1)SCC(C)(C)O)C(C)(C)C)O (2,6-bis (1,1-dimethylethyl)-4-[(2-hydroxy-2-methylpropyl)thio]phenol). As a reaction SMILES: [O-]CC.[Na+].[Na].[CH3:6][C:7]([C:10]1[CH:15]=[C:14]([SH:16])[CH:13]=[C:12]([C:17]([CH3:20])([CH3:19])[CH3:18])[C:11]=1[OH:21])([CH3:9])[CH3:8].[CH3:22][C:23]1([CH3:26])[O:25][CH2:24]1>C(O)C>[CH3:18][C:17]([C:12]1[CH:13]=[C:14]([S:16][CH2:22][C:23]([OH:25])([CH3:26])[CH3:24])[CH:15]=[C:10]([C:7]([CH3:6])([CH3:8])[CH3:9])[C:11]=1[OH:21])([CH3:20])[CH3:19] |f:0.1,^1:4|. Reported procedure: To a solution of sodium ethoxide, freshly prepared from sodium (1.31 g, 57.2 mmole) in ethyl alcohol (200 ml), was added 2,6-bis(1,1-dimethylethyl)-4-mercaptophenol (6.8 g, 28.6 mmole) and the mixture was stirred for one hour. After cooling to 5° C. with an ice bath, 1,1-dimethylethylene oxide (2.06 g, 28.6 mmole) was added and the ice bath removed. After stirring for 5.5 hours the reaction mixture was poured into 10% hydrochloric acid. The ethyl alcohol was removed in vacuo and the aqueous resi... Starting materials: CCCc1nc(C(=O)OCC)c(C(=O)OCC)n1Cc1ccc(-c2ccccc2C(=O)OC(C)(C)C)cc1, CC(C)C[Al+]CC(C)C, [H-], C1CCOC1. Product: CCCc1nc(CO)c(C(=O)OCC)n1Cc1ccc(-c2ccccc2C(=O)OC(C)(C)C)cc1. RXN SMILES: [C:1]([CH3:2])([CH3:3])([CH3:4])[O:5][C:6](=[O:7])[c:8]1[c:9](-[c:14]2[cH:15][cH:16][c:17]([CH2:20][n:21]3[c:22]([CH2:36][CH2:37][CH3:38])[n:23][c:24]([C:31](=[O:32])[O:33][CH2:34][CH3:35])[c:25]3[C:26](=[O:27])[O:28][CH2:29][CH3:30])[cH:18][cH:19]2)[cH:10][cH:11][cH:12][cH:13]1.[CH2:40]([Al+:41][CH2:42][CH:43]([CH3:44])[CH3:45])[CH:46]([CH3:47])[CH3:48].[H-:39].[O:49]1[CH2:50][CH2:51][CH2:52][CH2:53]1>>[C:1]([CH3:2])([CH3:3])([CH3:4])[O:5][C:6](=[O:7])[c:8]1[c:9](-[c:14]2[cH:15][cH:16][c:17]([CH2:20][n:21]3[c:22]([CH2:36][CH2:37][CH3:38])[n:23][c:24]([CH2:31][OH:32])[c:25]3[C:26](=[O:27])[O:28][CH2:29][CH3:30])[cH:18][cH:19]2)[cH:10][cH:11][cH:12][cH:13]1. Starting materials: C(CCCCCC)OC1CCC(N1)=O (5-(n-heptyloxy)-pyrrolidin-2-one), [OH-].[K+] (potassium hydroxide), C(C1=CC=CC=C1)Br (benzyl bromide). The reagents and catalysts are [Br-].C(CCC)[N+](CCCC)(CCCC)CCCC (tetra-n-butylammonium bromide). Solvent: O1CCCC1 (tetrahydrofuran), O1CCCC1 (tetrahydrofuran). Run at time 1 hour. Yields the product C(C1=CC=CC=C1)N1C(CCC1OCCCCCCC)=O (1-benzyl-2-oxo-5-n-heptyloxy pyrrolidine). The yield is 78.2%. RXN SMILES: [CH2:1]([O:8][CH:9]1[NH:13][C:12](=[O:14])[CH2:11][CH2:10]1)[CH2:2][CH2:3][CH2:4][CH2:5][CH2:6][CH3:7].[OH-].[K+].[CH2:17](Br)[C:18]1[CH:23]=[CH:22][CH:21]=[CH:20][CH:19]=1>[Br-].C([N+](CCCC)(CCCC)CCCC)CCC.O1CCCC1>[CH2:17]([N:13]1[CH:9]([O:8][CH2:1][CH2:2][CH2:3][CH2:4][CH2:5][CH2:6][CH3:7])[CH2:10][CH2:11][C:12]1=[O:14])[C:18]1[CH:23]=[CH:22][CH:21]=[CH:20][CH:19]=1 |f:1.2,4.5|. Procedure details: To a mixture of 4 g of 5-(n-heptyloxy)-pyrrolidin-2-one, 1.68 g of potassium hydroxide hydrated to 85% and 0.4 g of tetra-n-butylammonium bromide in 55 cm3 of tetrahydrofuran, there is added a solution of 3.43 g of benzyl bromide in 20 cm3 of tetrahydrofuran, operating at 20° C. to 25° C. After agitating for 1 hour at ambient temperature, filtering, and evaporating the solvent to dryness under reduced pressure, the residue is chromatographed on silica (eluent: ethyl acetate--n-hexane, 1-2), and ...